Dataset: the Open Reaction Database (ORD), a public repository of structured organic reaction records. Task: describe an organic reaction: reactants, conditions, products, and yield Starting materials: O=C([O-])[O-], Cc1c[nH]cn1, Cc1cncn1-c1ccc(OC(F)(F)F)cc1C#N, [K+], [K+]. Product: Cc1cn(-c2ccc(OC(F)(F)F)cc2C#N)cn1. RXN SMILES: [C:7](=[O:8])([O-:9])[O-:10].[CH3:1][c:2]1[n:3][cH:4][nH:5][cH:6]1.[F:13][C:14]([O:15][c:16]1[cH:17][cH:18][c:19](-[n:24]2[c:25]([CH3:26])[cH:27][n:28][cH:29]2)[c:20]([C:21]#[N:22])[cH:23]1)([F:30])[F:31].[K+:11].[K+:12]>>[CH3:1][c:2]1[n:3][cH:4][n:5](-[c:19]2[cH:18][cH:17][c:16]([O:15][C:14]([F:13])([F:30])[F:31])[cH:23][c:20]2[C:21]#[N:22])[cH:6]1. Starting materials: C(C)C(C(=O)O)OC1=NN(C(=C1)C(=O)O)C (ethyl (5-carboxy-1-methylpyrazol-3-yl)oxyacetic acid), CCN=C=NCCCN(C)C.Cl (EDCl), C(C=C)N1C(=O)N(C(=O)C(=C1N)N)CC=C (1,3-diallyl-5,6-diaminouracil). Run in CO (methanol), CO (methanol). Run at time 2 hour. The product is C(C=C)N1C(=O)N(C=2N=C(NC2C1=O)C1=CC(=NN1C)OCC(=O)O)CC=C (2-[5-(1,3-diallyl-xanthin-8-yl)-1-methyl-pyrazol-3-yl)oxyacetic acid). Reaction SMILES: C([CH:3]([O:7][C:8]1[CH:12]=[C:11]([C:13](O)=O)[N:10]([CH3:16])[N:9]=1)[C:4]([OH:6])=[O:5])C.CCN=C=NCCCN(C)C.Cl.[CH2:29]([N:32]1[C:39]([NH2:40])=[C:38]([NH2:41])[C:36](=[O:37])[N:35]([CH2:42][CH:43]=[CH2:44])[C:33]1=[O:34])[CH:30]=[CH2:31]>CO>[CH2:42]([N:35]1[C:36](=[O:37])[C:38]2[NH:41][C:13]([C:11]3[N:10]([CH3:16])[N:9]=[C:8]([O:7][CH2:3][C:4]([OH:6])=[O:5])[CH:12]=3)=[N:40][C:39]=2[N:32]([CH2:29][CH:30]=[CH2:31])[C:33]1=[O:34])[CH:43]=[CH2:44] |f:1.2|. Reported procedure: To a solution of ethyl (5-carboxy-1-methylpyrazol-3-yl)oxyacetic acid (0.5 mmol) and EDCl (0.5 mmol) in methanol (20 mL) was added a solution of 1,3-diallyl-5,6-diaminouracil (0.5 mmol), dissolved in methanol (20 mL). The mixture was stirred at room temperature for two hours, the solvent was then removed in vacuo, water added, and the solid that formed was collected by filtration and washed with additional cold water. The intermediate amide was heated in 20 mL of 2.5 N NaOH at 70° C. for 30 minu...